describe an organic reaction: reactants, conditions, products, and yield From a dataset of the Open Reaction Database (ORD), a public repository of structured organic reaction records. Starting materials: [OH-].[K+] (potassium hydroxide), C12CC3NC(C(CC(C1)C3)C2)=O (4-azatricyclo[4.3.1.13,8 ]undecan-5one), C(C#C)Br (propargyl bromide). Run in CO (methanol). Run at temperature 90 celsius, time 4 hour. Yields the product C(C#C)N1C2CC3CC(CC(C1=O)C3)C2 (4-Propargyl-4-azatricyclo[4.3.1.13,8 ]undecan-5-one). Yield: 89.5%. As a reaction SMILES: [OH-].[K+].[CH:3]12[CH2:13][CH:8]3[CH2:9][CH:10]([CH2:12][CH:5]([NH:6][C:7]3=[O:14])[CH2:4]1)[CH2:11]2.[CH2:15](Br)[C:16]#[CH:17]>CO>[CH2:17]([N:6]1[C:7](=[O:14])[CH:8]2[CH2:13][CH:3]3[CH2:11][CH:10]([CH2:12][CH:5]1[CH2:4]3)[CH2:9]2)[C:16]#[CH:15] |f:0.1|. Reported procedure: A solution of potassium hydroxide (0.56 gram, 10 mmol) in 3 ml of absolute methanol was added to 4-azatricyclo[4.3.1.13,8 ]undecan-5one (1.65 gram, 10 mmol) and the solvent was slowly removed under reduced pressure with the internal temperature not exceeding 25° C. When solid began to separate, anhydrous toluene was added and the solvent removal continued (a total of 30 ml of toluene were removed), then the temperature was raised to 90° C. (with the distillation continuing at atmospheric pressur... The reactants are ClC1=NC=CC(=C1)C1=CC(N(C(=N1)N1C[C@@H](OCC1)C1=C(C=CC(=C1)C#N)OC)C)=O (6-(2-chloropyridin-4-yl)-2-((2S)-2-(5-cyano-2-methoxyphenyl)morpholin-4-yl)-3-methyl-3H-pyrimidin-4-one), N(CCO)CCO (diethanolamine). As a reaction SMILES: Cl[C:2]1[CH:7]=[C:6]([C:8]2[N:13]=[C:12]([N:14]3[CH2:19][CH2:18][O:17][C@@H:16]([C:20]4[CH:25]=[C:24]([C:26]#[N:27])[CH:23]=[CH:22][C:21]=4[O:28][CH3:29])[CH2:15]3)[N:11]([CH3:30])[C:10](=[O:31])[CH:9]=2)[CH:5]=[CH:4][N:3]=1.[NH:32](CCO)[CH2:33]CO>CNC=O>[C:26]([C:24]1[CH:23]=[CH:22][C:21]([O:28][CH3:29])=[C:20]([C@@H:16]2[O:17][CH2:18][CH2:19][N:14]([C:12]3[N:11]([CH3:30])[C:10](=[O:31])[CH:9]=[C:8]([C:6]4[CH:5]=[CH:4][N:3]=[C:2]([NH:32][CH3:33])[CH:7]=4)[N:13]=3)[CH2:15]2)[CH:25]=1)#[N:27]. Solvent: CNC=O (N-methylformamide). Conditions: temperature 150 celsius. The product is C(#N)C=1C=CC(=C(C1)[C@H]1CN(CCO1)C1=NC(=CC(N1C)=O)C1=CC(=NC=C1)NC)OC (2-((2S)-2-(5-cyano-2-methoxyphenyl)-morpholin-4-yl)-3-methyl-6-(2-methylaminopyridin-4-yl)-3H-pyrimidin-4-one). Reported procedure: A suspension of 6-(2-chloropyridin-4-yl)-2-((2S)-2-(5-cyano-2-methoxyphenyl) morpholin-4-yl)-3-methyl-3H-pyrimidin-4-one obtained in Example 10-1 (0.80 g, 1.83 mmol), and diethanolamine (1.0 g, 9.51 mmol) in N-methylformamide (8 ml) was heated at 150° C. for 48 hours. The resulting suspension was partitioned between chloroform and brine and the aqueous layer was extracted with chloroform. The combined organic layer was washed with brine, dried over magnesium sulfate, and concentrated in vacuo. T... Yield: 4.6%. Starting materials: [BH3-]C#N.[Na+] (NaBH3CN), COC(\C=C\C=1C=CC2=C(C(NC3(CN(CCC3)C(=O)OC(C)(C)C)O2)=O)C1)=O ((±)-(E)-3-{1′-tert-butoxycarbonyl-3,4-dihydro-4-oxo-spiro[2H-(1,3)-benzoxazine-2,3′-piperidin]-6-yl}-acrylic acid methyl ester), C=O (formaldehyde). Product: COC(\C=C\C=1C=CC2=C(C(NC3(CN(CCC3)C)O2)=O)C1)=O ((±)-(E)-3-{1′-Methyl-3,4-dihydro-4-oxo-spiro[2H-(1,3)-benzoxazine-2,3′-piperidin]-6-yl}-acrylic acid methyl ester), solid. Reaction SMILES: [CH3:1][O:2][C:3](=[O:29])/[CH:4]=[CH:5]/[C:6]1[CH:7]=[CH:8][C:9]2[O:26][C:13]3([CH2:18][CH2:17][CH2:16][N:15]([C:19](OC(C)(C)C)=O)[CH2:14]3)[NH:12][C:11](=[O:27])[C:10]=2[CH:28]=1.C=O.[BH3-]C#N.[Na+]>>[CH3:1][O:2][C:3](=[O:29])/[CH:4]=[CH:5]/[C:6]1[CH:7]=[CH:8][C:9]2[O:26][C:13]3([CH2:18][CH2:17][CH2:16][N:15]([CH3:19])[CH2:14]3)[NH:12][C:11](=[O:27])[C:10]=2[CH:28]=1 |f:2.3|. Procedure: (±)-(E)-3-{1′-Methyl-3,4-dihydro-4-oxo-spiro[2H-(1,3)-benzoxazine-2,3′-piperidin]-6-yl}-acrylic acid methyl ester was synthesized starting from Intermediate 5 (300 mg, 0.88 mmol), according to the procedure described in Example 40, Step A, using formaldehyde (0.85 ml, 1.1 mmol) and NaBH3CN (68 mg, 1.1 mmol). The product was obtained as a white solid (240 mg). Starting materials: ClC1=C(C=CC(=C1)CC1=CC=CC=C1)[N+](=O)[O-] (2-chloro-4-benzylnitrobenzene). Reagents/catalysts: [Pd] (Pd/C). Solvent: C(C)(=O)OCC (ethyl acetate). Conditions: time 10 hour. Product: ClC1=C(N)C=CC(=C1)CC1=CC=CC=C1 (2-Chloro-4-benzylaniline). Isolated yield 44.9%. Reaction SMILES: [Cl:1][C:2]1[CH:7]=[C:6]([CH2:8][C:9]2[CH:14]=[CH:13][CH:12]=[CH:11][CH:10]=2)[CH:5]=[CH:4][C:3]=1[N+:15]([O-])=O>C(OCC)(=O)C.[Pd]>[Cl:1][C:2]1[CH:7]=[C:6]([CH2:8][C:9]2[CH:10]=[CH:11][CH:12]=[CH:13][CH:14]=2)[CH:5]=[CH:4][C:3]=1[NH2:15]. Procedure details: A solution of 2-chloro-4-benzylnitrobenzene (Method 29) (0.60 g) in ethyl acetate was treated with 10% Pd/C (0.06 g) under argon. The mixture was then stirred under a hydrogen atmosphere for 10 hours. The mixture was filtered under argon and extracted with aqueous hydrochloric acid (50% v/v, 50 ml). The aqueous layer was separated, basified with 2M aqueous NaOH and extracted with ethyl acetate to give the title compound as an oil (0.237 g). NMR: 3.6 (s, 2H), 5.1 (brs, 2H), 6.7 (d, 1H), 6.9 (dd, ... As a reaction SMILES: [Br:1][C:2]1[CH:3]=[CH:4][C:5]([O:11][CH:12]([C:14]([OH:16])=O)[CH3:13])=[C:6]([CH:10]=1)C(O)=O.[C:17](OC(=O)C)(=[O:19])[CH3:18].C([O-])(=O)C.[Na+]>>[Br:1][C:2]1[CH:10]=[CH:6][C:5]2[O:11][C:12]([CH3:13])=[C:14]([O:16][C:17](=[O:19])[CH3:18])[C:4]=2[CH:3]=1 |f:2.3|. Product: BrC=1C=CC2=C(C(=C(O2)C)OC(C)=O)C1 (Acetic acid 5-bromo-2-methyl-benzofuran-3-yl ester). Reactants: BrC=1C=CC(=C(C(=O)O)C1)OC(C)C(=O)O (5-bromo-2-(1-carboxy-ethoxy)-benzoic acid), C(C)(=O)OC(C)=O (acetic anhydride), C(C)(=O)[O-].[Na+] (sodium acetate). Isolated yield 65.0%. Run at temperature 150 celsius. Procedure details: A mixture of 5-bromo-2-(1-carboxy-ethoxy)-benzoic acid (31.2 g, 108 mmol), acetic anhydride (216 mL) and anhydrous sodium acetate (21.8 g, 266 mmol) is heated under reflux (150° C.) for 4 h. After cooling to room temperature the reaction mixture is carefully quenched with ice-cold water (500 mL). A white precipitate is formed which is collected by suction filtration, thoroughly washed with water and dried in vacuo at 45° C. to afford the title compound as a white powder (19.0 g, 70.6 mmol, 65%).... Reactants: N(=[N+]=[N-])CC1=C(C(=NC2=CC(=CC=C12)Cl)O)C(=O)OCC (ethyl 4-azidomethyl-7-chloro-2-hydroxy-quinoline-3-carboxylate), CO (methanol), [H][H] (hydrogen). The reagents and catalysts are [Pd] (Pd/C). Run in CN(C=O)C (dimethylformamide). The product is ClC=1C=CC=2C3=C(C(=NC2C1)O)C(NC3=O)=O (7-Chloro-4-hydroxy-2,3-dihydro-1H-pyrrolo[3,4-c]quinoline-1,3-dione). Reaction SMILES: [N:1]([CH2:4][C:5]1[C:14]2[C:9](=[CH:10][C:11]([Cl:15])=[CH:12][CH:13]=2)[N:8]=[C:7]([OH:16])[C:6]=1[C:17]([O:19]CC)=O)=[N+]=[N-].[H][H].C[OH:25]>CN(C)C=O.[Pd]>[Cl:15][C:11]1[CH:12]=[CH:13][C:14]2[C:5]3[C:4](=[O:25])[NH:1][C:17](=[O:19])[C:6]=3[C:7]([OH:16])=[N:8][C:9]=2[CH:10]=1. Reported procedure: 1.0 g (0.0032 mol) of ethyl 4-azidomethyl-7-chloro-2-hydroxy-quinoline-3-carboxylate was dissolved in a mixture of 80 ml of methanol and 20 ml of dimethylformamide and treated with 46 mg of 10% Pd/C. A hydrogen stream was conducted in slowly during 1 hr. The suspension was suction filtered and the filter cake was suspended in dimethylformamide. The suspension was filtered, concentrated, the residue was suspended in methanol and suction filtered. The substance (0.31 g) was suspended in dimethylfo... Starting materials: O=C1CCC(=O)N1Br, ClC(Cl)(Cl)Cl, COC(=O)c1c(F)ccc(C)c1F, CC(C)(C#N)N=NC(C)(C)C#N. The product is COC(=O)c1c(F)ccc(CBr)c1F. As a reaction SMILES: [Br:14][N:15]1[C:16](=[O:17])[CH2:18][CH2:19][C:20]1=[O:21].[C:34]([Cl:35])([Cl:36])([Cl:37])[Cl:38].[F:1][c:2]1[c:3]([C:4](=[O:5])[O:6][CH3:7])[c:8]([F:13])[cH:9][cH:10][c:11]1[CH3:12].[N:22]#[C:23][C:24]([N:25]=[N:26][C:27]([C:28]#[N:29])([CH3:30])[CH3:31])([CH3:32])[CH3:33]>>[F:1][c:2]1[c:3]([C:4](=[O:5])[O:6][CH3:7])[c:8]([F:13])[cH:9][cH:10][c:11]1[CH2:12][Br:14].